This data is from the Open Reaction Database (ORD), a public repository of structured organic reaction records. The task is: describe an organic reaction: reactants, conditions, products, and yield Reactants: Cl.C(C1=CC=CC=C1)(C1=CC=CC=C1)[C@@H]1CNCC[C@@H]1OCC1=CC(=CC(=C1)C(F)(F)F)C(F)(F)F (cis-3-Benzhydryl-4-[[3,5-bis(trifluoromethyl)benzyl]oxy]piperidine hydrochloride), Cl.N1C=NC(=C1)CC(=O)O (4-imidazoleacetic acid hydrochloride). Yields the product C(C1=CC=CC=C1)(C1=CC=CC=C1)[C@@H]1CN(CC[C@@H]1OCC1=CC(=CC(=C1)C(F)(F)F)C(F)(F)F)C(CC=1N=CNC1)=O (cis-3-Benzhydryl-4-[[3,5-bis(trifluoromethyl)benzyl]oxy]-1-(1H-imidazol-4-ylacetyl)piperidine). RXN SMILES: Cl.[CH:2]([C@H:15]1[C@@H:20]([O:21][CH2:22][C:23]2[CH:28]=[C:27]([C:29]([F:32])([F:31])[F:30])[CH:26]=[C:25]([C:33]([F:36])([F:35])[F:34])[CH:24]=2)[CH2:19][CH2:18][NH:17][CH2:16]1)([C:9]1[CH:14]=[CH:13][CH:12]=[CH:11][CH:10]=1)[C:3]1[CH:8]=[CH:7][CH:6]=[CH:5][CH:4]=1.Cl.[NH:38]1[CH:42]=[C:41]([CH2:43][C:44](O)=[O:45])[N:40]=[CH:39]1>>[CH:2]([C@H:15]1[C@@H:20]([O:21][CH2:22][C:23]2[CH:28]=[C:27]([C:29]([F:30])([F:31])[F:32])[CH:26]=[C:25]([C:33]([F:36])([F:34])[F:35])[CH:24]=2)[CH2:19][CH2:18][N:17]([C:44](=[O:45])[CH2:43][C:41]2[N:40]=[CH:39][NH:38][CH:42]=2)[CH2:16]1)([C:9]1[CH:14]=[CH:13][CH:12]=[CH:11][CH:10]=1)[C:3]1[CH:4]=[CH:5][CH:6]=[CH:7][CH:8]=1 |f:0.1,2.3|. Reported procedure: The compound (31.8 mg) obtained in Example 25 and 4-imidazoleacetic acid hydrochloride (19.5 mg) were reacted and treated in the same manner as in the method described in Example 32 to obtain the title compound.